Dataset: the Open Reaction Database (ORD), a public repository of structured organic reaction records. Task: describe an organic reaction: reactants, conditions, products, and yield The reactants are OCc1cccc(Br)n1, C1CCOC1, ClCCl, Cc1cc(CCl)n(C)n1, [H-], [Na+], O. Yields the product Cc1cc(COCc2cccc(Br)n2)n(C)n1. RXN SMILES: [Br:12][c:13]1[cH:14][cH:15][cH:16][c:17]([CH2:19][OH:20])[n:18]1.[CH2:21]1[O:22][CH2:23][CH2:24][CH2:25]1.[Cl:27][CH2:28][Cl:29].[Cl:3][CH2:4][c:5]1[cH:6][c:7]([CH3:11])[n:8][n:9]1[CH3:10].[H-:2].[Na+:1].[OH2:26]>>[CH2:4]([c:5]1[cH:6][c:7]([CH3:11])[n:8][n:9]1[CH3:10])[O:20][CH2:19][c:17]1[cH:16][cH:15][cH:14][c:13]([Br:12])[n:18]1. Reactants: C1CC2=CC=CC=C2C(=O)C3=CC=CC=C31 (dibenzosuberone), COC1=C(C=O)C=CC(=C1)OC (2,4-dimethoxybenzaldehyde). The product is COC1=C(C=C2C3=C(CCC4=C2C=CC=C4)C=CC=C3)C=CC(=C1)OC (5-(2,4-Dimethoxy-benzylidene)-10,11-dihydro-5H-dibenzo[a,d]cycloheptene). Yield: 6.6%. Reaction SMILES: [CH2:1]1[C:16]2[C:11](=[CH:12][CH:13]=[CH:14][CH:15]=2)[C:9](=O)[C:8]2[C:3](=[CH:4][CH:5]=[CH:6][CH:7]=2)[CH2:2]1.[CH3:17][O:18][C:19]1[CH:26]=[C:25]([O:27][CH3:28])[CH:24]=[CH:23][C:20]=1[CH:21]=O>>[CH3:17][O:18][C:19]1[CH:26]=[C:25]([O:27][CH3:28])[CH:24]=[CH:23][C:20]=1[CH:21]=[C:9]1[C:8]2[CH:7]=[CH:6][CH:5]=[CH:4][C:3]=2[CH2:2][CH2:1][C:16]2[CH:15]=[CH:14][CH:13]=[CH:12][C:11]1=2. Reported procedure: Following procedures essentially as described in Preparation 5 and Example 28, above, and using dibenzosuberone (2.00 g, 10.29 mmol) and 2,4-dimethoxybenzaldehyde (1.71 g, 10.29 mmol) affords 231 mg (7%) ofthe title compound as awhite foam. 1H-NMR (CDCl3) δ 2.70-3.67 (br m, 4H), 3.73 (s, 3H), 3.84 (s, 3H), 6.15 (dd, 1H), 6.41 (d, 1H), 6.61 (d, 1H), 6.9-7.27 (m, 8H), 7.56 (dd, 1H); HPLC shows 98% purity. Reactants: Cl.NCCN1C(N(C(C1)=O)C(C(=O)OC)C1=CC=CC=C1)=O (methyl (3-(2-aminoethyl)-2,5-dioxoimidazolidin-1-yl)phenylacetate hydrochloride), C1CCC(CC1)N=C=NC2CCCCC2 (DCC), C=1C=CC2=C(C1)N=NN2O (HOBt), [Na+].C(C)(C)(C)OC(=O)NC(=N)C1=CC=C(C=CC(=O)[O-])C=C1 (4-tert-butoxycarbonylamidinocinnamic acid sodium salt). The solvent is CN(C=O)C (dimethylformamide). Run at time 50 minute. The product is Cl.NN=CC1=CC=C(C=C1)C=CC(=O)NCCN1C(N(C(C1)=O)C(C(=O)OC)C1=CC=CC=C1)=O (Methyl (3-(2-(3-(4-(aminoiminomethyl)phenyl)acryloylamino)ethyl)-2,5-dioxoimidazolidin-1-yl)phenylacetate hydrochloride). As a reaction SMILES: [Na+].C(OC(N[C:10]([C:12]1[CH:22]=[CH:21][C:15]([CH:16]=[CH:17][C:18]([O-:20])=O)=[CH:14][CH:13]=1)=[NH:11])=O)(C)(C)C.C1CCC([N:29]=C=NC2CCCCC2)CC1.C1C=CC2N(O)N=NC=2C=1.[ClH:48].[NH2:49][CH2:50][CH2:51][N:52]1[CH2:56][C:55](=[O:57])[N:54]([CH:58]([C:63]2[CH:68]=[CH:67][CH:66]=[CH:65][CH:64]=2)[C:59]([O:61][CH3:62])=[O:60])[C:53]1=[O:69]>CN(C)C=O>[ClH:48].[NH2:29][N:11]=[CH:10][C:12]1[CH:13]=[CH:14][C:15]([CH:16]=[CH:17][C:18]([NH:49][CH2:50][CH2:51][N:52]2[CH2:56][C:55](=[O:57])[N:54]([CH:58]([C:63]3[CH:64]=[CH:65][CH:66]=[CH:67][CH:68]=3)[C:59]([O:61][CH3:62])=[O:60])[C:53]2=[O:69])=[O:20])=[CH:21][CH:22]=1 |f:0.1,4.5,7.8|. Procedure details: 730 mg (2.34 mmol) of 4-tert-butoxycarbonylamidinocinnamic acid sodium salt are dissolved in 50 ml of dimethylformamide and 531 mg (2.57 mmol) of DCC and 316 mg (2.34 mmol) of HOBt are then added at 0° C. The mixture is stirred for 50 minutes and 355 mg (2.34 mmol) of methyl (3-(2-aminoethyl)-2,5-dioxoimidazolidin-1-yl)phenylacetate hydrochloride are then added. After stirring at room temperature for 20 h, the mixture is concentrated and the residue is chromatographed, for purification, on silic... Reactants: C[Li] (Methyllithium), CC1(O[C@@H]2[C@H](O1)C=CC2=O)C ((3aR,6aR)-2,2-dimethyl-3aH-cyclopenta[d][1,3]dioxol-4(6aH)-one), C1CCOC1.CCOCC (THF Et2O). The reagents and catalysts are [Cu]I (Copper(I) iodide). Run in CCOCC (Et2O). Conditions: temperature -40 celsius. Yields the product CC1(O[C@@H]2[C@H](O1)[C@H](CC2=O)C)C ((3aR,6S,6aR)-2,2,6-trimethyldihydro-3aH-cyclopenta[d][1,3]dioxol-4(5H)-one). RXN SMILES: C[Li].[CH3:3][C:4]1([CH3:13])[O:8][C@@H:7]2[CH:9]=[CH:10][C:11](=[O:12])[C@@H:6]2[O:5]1.[CH2:14]1COCC1.CCOCC>CCOCC.[Cu]I>[CH3:3][C:4]1([CH3:13])[O:8][C@@H:7]2[C@@H:9]([CH3:14])[CH2:10][C:11](=[O:12])[C@@H:6]2[O:5]1 |f:2.3|. Reported procedure: Copper(I) iodide (3.7 g, 19.5 mmol, 5 equiv) was suspended in Et2O (35 mL) and cooled to −40° C. Methyllithium (20.2 mL, 32.3 mmol, 8.3 equiv, 1.6M in THF) was added dropwise over 45 minutes. The mixture was warmed to 0° C. and (3aR,6aR)-2,2-dimethyl-3aH-cyclopenta[d][1,3]dioxol-4(6aH)-one (5-1) (600 mg, 3.9 mmol, 1 equiv) in 1:1 THF/Et2O (20 mL) was added dropwise over 10 minutes. The resulting mixture was stirred warming to ambient temperature over 1 hour. The mixture was then cooled to 0° C.,... Reactants: CO, CC(C)=O, Cl, Cl, Cl, CCCCCCCCCCNC(=N)NC(=N)NCc1ccc(O)cc1. Product: Cl, CCCCCCCCCCNC1=NC(C)(C)N=C(NCc2ccc(O)cc2)N1. RXN SMILES: [CH3:1][OH:2].[CH3:31][C:32]([CH3:33])=[O:34].[ClH:3].[ClH:4].[ClH:5].[OH:6][c:7]1[cH:8][cH:9][c:10]([CH2:11][NH:12][C:13](=[NH:14])[NH:15][C:16](=[NH:17])[NH:18][CH2:19][CH2:20][CH2:21][CH2:22][CH2:23][CH2:24][CH2:25][CH2:26][CH2:27][CH3:28])[cH:29][cH:30]1>>[ClH:3].[OH:6][c:7]1[cH:8][cH:9][c:10]([CH2:11][NH:12][C:13]2=[N:14][C:32]([CH3:31])([CH3:33])[N:17]=[C:16]([NH:18][CH2:19][CH2:20][CH2:21][CH2:22][CH2:23][CH2:24][CH2:25][CH2:26][CH2:27][CH3:28])[NH:15]2)[cH:29][cH:30]1. The reactants are CC(=O)OC(C)=O, CN(C)c1cc2ccccn2n1, c1ccncc1. The product is CC(=O)c1c(N(C)C)nn2ccccc12. Reaction SMILES: [CH3:13][C:14](=[O:15])[O:16][C:17](=[O:18])[CH3:19].[CH3:1][N:2]([c:3]1[n:4][n:5]2[c:6]([cH:7][cH:8][cH:9][cH:10]2)[cH:11]1)[CH3:12].[cH:20]1[cH:21][cH:22][n:23][cH:24][cH:25]1>>[CH3:1][N:2]([c:3]1[n:4][n:5]2[c:6]([cH:7][cH:8][cH:9][cH:10]2)[c:11]1[C:14]([CH3:13])=[O:15])[CH3:12]. Starting materials: CC(C)CI, Clc1nc2ccccc2[nH]1, [K+], [K+], O=C([O-])[O-], CN(C)C=O. Product: CC(C)Cn1c(Cl)nc2ccccc21. Reaction SMILES: [CH2:17]([CH:18]([CH3:19])[CH3:20])[I:21].[Cl:1][c:2]1[nH:3][c:4]2[c:5]([n:6]1)[cH:7][cH:8][cH:9][cH:10]2.[K+:11].[K+:12].[O-:13][C:14]([O-:15])=[O:16].[O:22]=[CH:23][N:24]([CH3:25])[CH3:26]>>[Cl:1][c:2]1[n:3][c:4]2[c:5]([n:6]1[CH2:17][CH:18]([CH3:19])[CH3:20])[cH:7][cH:8][cH:9][cH:10]2.